From a dataset of the Open Reaction Database (ORD), a public repository of structured organic reaction records. describe an organic reaction: reactants, conditions, products, and yield Reactants: NC1=C(C(=O)O)C(=CC=C1)OC (2-amino-6-methoxybenzoic acid), C(C1=CC=CC=C1)N (benzylamine), C(C)(C)N(CC)C(C)C (diisopropylethylamine), [Cl-].ClC1[NH+](CCN1C)C (2-chloro-1,3-dimethylimidazolinium chloride). Solvent: ClCCl (dichloromethane), O (water). Conditions: time 6 hour. Yields the product NC1=C(C(=O)NCC2=CC=CC=C2)C(=CC=C1)OC (2-Amino-N-benzyl-6-methoxybenzamide). The yield is 46.3%. RXN SMILES: [NH2:1][C:2]1[CH:10]=[CH:9][CH:8]=[C:7]([O:11][CH3:12])[C:3]=1[C:4]([OH:6])=O.[CH2:13]([NH2:20])[C:14]1[CH:19]=[CH:18][CH:17]=[CH:16][CH:15]=1.C(N(C(C)C)CC)(C)C.[Cl-].ClC1N(C)CC[NH+]1C>ClCCl.O>[NH2:1][C:2]1[CH:10]=[CH:9][CH:8]=[C:7]([O:11][CH3:12])[C:3]=1[C:4]([NH:20][CH2:13][C:14]1[CH:19]=[CH:18][CH:17]=[CH:16][CH:15]=1)=[O:6] |f:3.4|. Reported procedure: To a solution of 2-amino-6-methoxybenzoic acid (0.841 g, 5.0 mmol, 1.0 equiv), benzylamine (0.643 g, 6.0 mmol, 1.2 equiv), and diisopropylethylamine (1.935 g, 15.0 mmol, 3.0 equiv) in 50 mL of dichloromethane was added 2-chloro-1,3-dimethylimidazolinium chloride (1.099 g, 6.5 mmol, 1.3 equiv) at room temperature. The mixture was stirred at room temperature for 6 hours, poured into water, and extracted with dichloromethane. The organic solution was successively washed with aqueous saturated NaHCO... Reactants: SC[C@@H](O)[C@H](O)CS (dithiothreitol), C(CN(CC(=O)O)CC(=O)[O-])N(CC(=O)O)CC(=O)[O-].[Na+].[Na+] (Na2EDTA), C(C(CO)(CO)N)O.Cl (Tris HCl), CC(=O)[C@H]1CC[C@@H]2[C@@]1(CC[C@H]3[C@H]2CCC4=CC(=O)CC[C@]34C)C (Progesterone), C[C@]12CC[C@@H]3C=4C=CC(=CC4CC[C@H]3[C@@H]1CC[C@@H]2OC(=O)CCC5CCCC5)O (estradiol cypionate). Reagents/catalysts: [O-][Mo](=O)(=O)[O-].[Na+].[Na+] (sodium molybdate). Solvent: OCC(O)CO (glycerol), sesame oil. Run at temperature 0 celsius, time 10 minute. The product is CCC(=O)[C@]1(CC[C@@H]2[C@@]1(CCC3=C4CCC(=O)C=C4CC[C@@H]23)C)C ([3H]R5020), appropriate radioinert compound. RXN SMILES: CC([C@@H]1[C@@:8]2([CH3:23])[CH2:9][CH2:10][C@@H:11]3[C@:21]4(C)[C:15](=[CH:16][C:17]([CH2:19][CH2:20]4)=O)[CH2:14][CH2:13][C@H:12]3[C@@H:7]2CC1)=O.C[C@@]12[C@@H:41]([O:42]C(CCC3CCCC3)=O)[CH2:40][CH2:39][C@H]1[C@H]1[C@@H](C3C=CC(O)=CC=3CC1)CC2.S[CH2:54][C@H:55]([C@@H:57]([CH2:59]S)O)[OH:56].C(N(CC([O-])=O)CC(O)=O)CN(CC([O-])=O)CC(O)=O.[Na+].[Na+].C(O)C(N)(CO)CO.Cl>[O-][Mo]([O-])(=O)=O.[Na+].[Na+].OCC(CO)O>[CH3:39][CH2:40][C:41]([C@:8]1([CH3:23])[C@@:12]2([CH3:13])[CH2:7][CH2:14][C:15]3[C@H:21]([C@@H:11]2[CH2:10][CH2:9]1)[CH2:20][CH2:19][C:17]1[C:16]=3[CH2:59][CH2:57][C:55]([CH:54]=1)=[O:56])=[O:42] |f:3.4.5,6.7,8.9.10|. Procedure details: Progesterone receptor assay: A 2.5 kg female rabbit was injected intramuscularly for four successive days with 0.1 mg of estradiol cypionate in 0.1 ml of sesame oil. On the fifth day the uterus was excised, weighed and homogenized at 0° C. in 1.5 volumes of iced buffer containing: 1 mM dithiothreitol, 0.15 mM Na2EDTA, 30% glycerol, 20 mM sodium molybdate, 10 mM Tris/HCl, pH 7.4 (4° C.). Homogenization was accomplished with three 10 second bursts of Polytron homogenizer. The homogenate was centri... RXN SMILES: [Br:20][c:21]1[cH:22][cH:23][cH:24][c:25]([CH2:27][Br:28])[n:26]1.[CH2:1]([CH3:2])[c:3]1[c:4](=[O:19])[nH:5][c:6](=[O:18])[nH:7][c:8]1[O:9][c:10]1[cH:11][c:12]([CH3:17])[cH:13][c:14]([CH3:16])[cH:15]1>>[CH2:1]([CH3:2])[c:3]1[c:4](=[O:19])[nH:5][c:6](=[O:18])[n:7]([CH2:27][c:25]2[cH:24][cH:23][cH:22][c:21]([Br:20])[n:26]2)[c:8]1[O:9][c:10]1[cH:11][c:12]([CH3:17])[cH:13][c:14]([CH3:16])[cH:15]1. Reactants: BrCc1cccc(Br)n1, CCc1c(Oc2cc(C)cc(C)c2)[nH]c(=O)[nH]c1=O. Yields the product CCc1c(Oc2cc(C)cc(C)c2)n(Cc2cccc(Br)n2)c(=O)[nH]c1=O. Starting materials: ClCC(=O)NC1=CC=2C3=CC=CC=C3C(NC2C=C1)=O (2-Chloro-N-(5,6-dihydro-6-oxo-2-phenanthridinyl)acetamide), CNC1CCCCC1 (N-methylcyclohexylamine), ClCC(=O)NC1=CC=2C3=CC=CC=C3C(NC2C=C1)=O (2-chloro-N-(5,6-dihydro-6-oxo-2-phenanthridinyl)-acetamide), P(=O)([O-])([O-])[O-].[K+].[K+].[K+] (potassium phosphate), CNC1CCCCC1 (N-methylcyclohexylamine), CN(C=O)C (N,N-dimethylformamide). Conditions: time 5 hour. Yields the product C1(CCCCC1)CNCC(=O)NC1=CC=2C3=CC=CC=C3C(NC2C=C1)=O (2-(cyclohexylmethylamino)-N-(5,6-dihydro-6-oxo-2-phenanthridinyl)-acetamide). As a reaction SMILES: Cl[CH2:2][C:3]([NH:5][C:6]1[CH:19]=[CH:18][C:17]2[NH:16][C:15](=[O:20])[C:14]3[C:9](=[CH:10][CH:11]=[CH:12][CH:13]=3)[C:8]=2[CH:7]=1)=[O:4].CN[CH:23]1[CH2:28][CH2:27][CH2:26][CH2:25][CH2:24]1.P([O-])([O-])([O-])=O.[K+].[K+].[K+].[CH3:37][N:38](C)C=O>>[CH:23]1([CH2:37][NH:38][CH2:2][C:3]([NH:5][C:6]2[CH:19]=[CH:18][C:17]3[NH:16][C:15](=[O:20])[C:14]4[C:9](=[CH:10][CH:11]=[CH:12][CH:13]=4)[C:8]=3[CH:7]=2)=[O:4])[CH2:24][CH2:25][CH2:26][CH2:27][CH2:28]1 |f:2.3.4.5|. Procedure: Prepared from the compound of Example 2 and N-methylcyclohexylamine. To a solution of 2-chloro-N-(5,6-dihydro-6-oxo-2-phenanthridinyl)-acetamide (45 mg) in N,N-dimethylformamide (10 mL) was added potassium phosphate (68 mg) and N-methylcyclohexylamine (0.025 mL). The solution stirred at room temperature for 5 hours followed by evaporation of the solvent. The light brown product was washed with water and filtered (30 mg). 1H-NMR (300 MHz, DMSO-d6), 11.69 (br s, 1H), 9.76 (br s, 1H), 8.65 (s, 1H),... The reactants are COC1=C(C=C(C(=C1)OC)C(C1=CC=C(C=C1)OC)=O)CCC(=O)O (3-[2,4-dimethoxy-5-(4-methoxybenzoyl)phenyl]propionic acid), Cl.NO (hydroxylamine hydrochloride), C(C)(=O)[O-].[Na+] (sodium acetate). The solvent is C(C)O (ethanol). The product is C(=O)(O)CCC=1C(=CC(=C(C(C2=CC=C(C=C2)OC)=NO)C1)OC)OC (5-Carboxyethyl-2,4-dimethoxy-4'-methoxybenzophenone oxime). RXN SMILES: [CH3:1][O:2][C:3]1[CH:8]=[C:7]([O:9][CH3:10])[C:6]([C:11](=O)[C:12]2[CH:17]=[CH:16][C:15]([O:18][CH3:19])=[CH:14][CH:13]=2)=[CH:5][C:4]=1[CH2:21][CH2:22][C:23]([OH:25])=[O:24].Cl.[NH2:27][OH:28].C([O-])(=O)C.[Na+]>C(O)C>[C:23]([CH2:22][CH2:21][C:4]1[C:3]([O:2][CH3:1])=[CH:8][C:7]([O:9][CH3:10])=[C:6]([CH:5]=1)[C:11](=[N:27][OH:28])[C:12]1[CH:17]=[CH:16][C:15]([O:18][CH3:19])=[CH:14][CH:13]=1)([OH:25])=[O:24] |f:1.2,3.4|. Procedure: 37 g of 3-[2,4-dimethoxy-5-(4-methoxybenzoyl)phenyl]propionic acid, 22.4 g of hydroxylamine hydrochloride and 21 g of sodium acetate (anhydrous) are added to 300 ml of absolute ethanol, and the mixture is refluxed with exclusion of moisture for 24 hours. Insolubles are removed by suction, the filtrate is concentrated, and water is added to the residue. The pH is then adjusted to 2 with 1N hydrochloric acid, and the mixture is extracted with ethyl acetate. The organic phase is washed with water, ... Reactants: CN(C)C=O (DMF), BrC1=C(C=CC=C1)S (2-bromothiophenol), C([O-])([O-])=O.[K+].[K+] (potassium carbonate), C(C)OC(CBr)OCC (bromoacetaldehyde diethyl acetal). The solvent is C(C)(=O)OCC (ethyl acetate), O (Water). Conditions: time 5 hour. Yields the product C(C)OC(CSC1=C(C=CC=C1)Br)OCC (2-(2-bromophenylthio) acetaldehyde diethyl acetal). The yield is 85.4%. RXN SMILES: CN(C=O)C.[Br:6][C:7]1[CH:12]=[CH:11][CH:10]=[CH:9][C:8]=1[SH:13].C(=O)([O-])[O-].[K+].[K+].[CH2:20]([O:22][CH:23]([O:26][CH2:27][CH3:28])[CH2:24]Br)[CH3:21]>C(OCC)(=O)C.O>[CH2:20]([O:22][CH:23]([O:26][CH2:27][CH3:28])[CH2:24][S:13][C:8]1[CH:9]=[CH:10][CH:11]=[CH:12][C:7]=1[Br:6])[CH3:21] |f:2.3.4|. Reported procedure: A 500 mL round bottom flask was charged with anhydrous DMF (100 mL), 2-bromothiophenol (10.0 g, 52.88 mmol), potassium carbonate (11.0 g, 79.59 mmol) and bromoacetaldehyde diethyl acetal (8.35 mL, 55.5 mmol). The reaction was stirred at room temperature for 5 hours. Water (50 mL) and ethyl acetate (100 mL) were then added with mixing. The layers were separated and the organic layer was washed with water (5×50 mL), dried over anhydrous sodium sulfate, filtered and concentrated under vacuum to pro... Starting materials: C(C)(C)(C)[Li] (t-butyllithium), ClC1=CC(=NN1C1=CC=CC=C1)C (5-chloro-3-methyl-1-phenyl-1H-pyrazole), BrC1=CC(=C(C=C1)OC)OC1CCCC1 (4-bromo-2-cyclopentyloxy-1-methoxybenzene). Reagents/catalysts: [Cl-].[Zn+2].[Cl-] (zinc chloride), C=1C=CC(=CC1)[P](C=2C=CC=CC2)(C=3C=CC=CC3)[Pd]([P](C=4C=CC=CC4)(C=5C=CC=CC5)C=6C=CC=CC6)([P](C=7C=CC=CC7)(C=8C=CC=CC8)C=9C=CC=CC9)[P](C=1C=CC=CC1)(C=1C=CC=CC1)C=1C=CC=CC1 (Pd(PPh3)4). Run in C(C)(=O)OCC (ethyl acetate), C1CCOC1 (THF), C1CCOC1 (THF). Conditions: temperature -78 celsius, time 1.5 hour. Yields the product C1(CCCC1)OC=1C=C(C=CC1OC)C1=CC(=NN1C1=CC=CC=C1)C (5-(3-cyclopentyloxy-4-methoxyphenyl)-3-methyl-1-phenyl-1H-pyrazole). The yield is 27.8%. Reaction SMILES: Cl[C:2]1[N:6]([C:7]2[CH:12]=[CH:11][CH:10]=[CH:9][CH:8]=2)[N:5]=[C:4]([CH3:13])[CH:3]=1.C([Li])(C)(C)C.Br[C:20]1[CH:25]=[CH:24][C:23]([O:26][CH3:27])=[C:22]([O:28][CH:29]2[CH2:33][CH2:32][CH2:31][CH2:30]2)[CH:21]=1>C1COCC1.C(OCC)(=O)C.[Cl-].[Zn+2].[Cl-].C1C=CC([P]([Pd]([P](C2C=CC=CC=2)(C2C=CC=CC=2)C2C=CC=CC=2)([P](C2C=CC=CC=2)(C2C=CC=CC=2)C2C=CC=CC=2)[P](C2C=CC=CC=2)(C2C=CC=CC=2)C2C=CC=CC=2)(C2C=CC=CC=2)C2C=CC=CC=2)=CC=1>[CH:29]1([O:28][C:22]2[CH:21]=[C:20]([C:2]3[N:6]([C:7]4[CH:12]=[CH:11][CH:10]=[CH:9][CH:8]=4)[N:5]=[C:4]([CH3:13])[CH:3]=3)[CH:25]=[CH:24][C:23]=2[O:26][CH3:27])[CH2:30][CH2:31][CH2:32][CH2:33]1 |f:5.6.7,^1:51,53,72,91|. Procedure details: A solution of 5-chloro-3-methyl-1-phenyl-1H-pyrazole (61.8 mg, 0.32 mmol) in 5 mL of THF was cooled to −78° C. and t-butyllithium (0.47 mL, 1.7 M in heptane) was slowly added. The mixture was stirred at −78° C. for 1.5 hours and then zinc chloride (1.56 mL, 0.5 M) was added and after stirring at −78° C. for 15 minutes was warmed to room temperature. A solution containing 4-bromo-2-cyclopentyloxy-1-methoxybenzene (148 mg, 0.54 mmol) and Pd(PPh3)4 (35 mg, 0.03 mmol) in 1 ML of THF was added and th...